The task is: describe an organic reaction: reactants, conditions, products, and yield. This data is from the Open Reaction Database (ORD), a public repository of structured organic reaction records. The reactants are COC(=O)C(C)C(C(F)(F)F)C1(C(C)O)SCCCS1, O=C1NC(=O)c2ccccc21, CCOC(=O)N=NC(=O)OCC, C1CCOC1, c1ccc(P(c2ccccc2)c2ccccc2)cc1. The product is COC(=O)C(C)C(C(F)(F)F)C1(C(C)N2C(=O)c3ccccc3C2=O)SCCCS1. RXN SMILES: [CH3:1][O:2][C:3]([CH:4]([CH:5]([C:6]([F:7])([F:8])[F:9])[C:10]1([CH:16]([CH3:17])[OH:18])[S:11][CH2:12][CH2:13][CH2:14][S:15]1)[CH3:19])=[O:20].[O:40]=[C:41]1[NH:42][C:43](=[O:44])[c:45]2[cH:46][cH:47][cH:48][cH:49][c:50]21.[O:51]=[C:52]([O:53][CH2:54][CH3:55])[N:56]=[N:57][C:58]([O:59][CH2:60][CH3:61])=[O:62].[O:63]1[CH2:64][CH2:65][CH2:66][CH2:67]1.[c:21]1([P:22]([c:23]2[cH:24][cH:25][cH:26][cH:27][cH:28]2)[c:29]2[cH:30][cH:31][cH:32][cH:33][cH:34]2)[cH:35][cH:36][cH:37][cH:38][cH:39]1>>[CH3:1][O:2][C:3]([CH:4]([CH:5]([C:6]([F:7])([F:8])[F:9])[C:10]1([CH:16]([CH3:17])[N:42]2[C:41](=[O:40])[c:50]3[c:45]([cH:46][cH:47][cH:48][cH:49]3)[C:43]2=[O:44])[S:11][CH2:12][CH2:13][CH2:14][S:15]1)[CH3:19])=[O:20]. Starting materials: O=[N+]([O-])C=Cc1ccc(OCc2ccccc2)nc1, CC(=O)O, CS(C)=O, O. The product is O=[N+]([O-])CCc1ccc(OCc2ccccc2)nc1. RXN SMILES: [CH2:1]([c:2]1[cH:3][cH:4][cH:5][cH:6][cH:7]1)[O:8][c:9]1[n:10][cH:11][c:12]([CH:15]=[CH:16][N+:17](=[O:18])[O-:19])[cH:13][cH:14]1.[CH3:20][C:21](=[O:22])[OH:23].[CH3:25][S:26](=[O:27])[CH3:28].[OH2:24]>>[CH2:1]([c:2]1[cH:3][cH:4][cH:5][cH:6][cH:7]1)[O:8][c:9]1[n:10][cH:11][c:12]([CH2:15][CH2:16][N+:17](=[O:18])[O-:19])[cH:13][cH:14]1.